From a dataset of the Open Reaction Database (ORD), a public repository of structured organic reaction records. describe an organic reaction: reactants, conditions, products, and yield Reactants: N#N (N2), FC1=NC=CC=C1C=1CCCN(C1)C(=O)OC(C)(C)C (tert-butyl 5-(2-fluoropyridin-3-yl)-3,4-dihydropyridine-1(2H)-carboxylate), Cl (HCl), CC(C)O (iPrOH). The reagents and catalysts are [Pd] (Pd/C). Solvent: CCO (EtOH). Conditions: time 5 minute. The product is Cl.Cl.FC1=NC=CC=C1C1CNCCC1 (2-fluoro-3-(piperidin-3-yl)pyridine dihydrochloride). Reaction SMILES: N#N.[F:3][C:4]1[C:9]([C:10]2[CH2:11][CH2:12][CH2:13][N:14](C(OC(C)(C)C)=O)[CH:15]=2)=[CH:8][CH:7]=[CH:6][N:5]=1.[ClH:23].CC(O)C>[Pd].CCO>[ClH:23].[ClH:23].[F:3][C:4]1[C:9]([CH:10]2[CH2:11][CH2:12][CH2:13][NH:14][CH2:15]2)=[CH:8][CH:7]=[CH:6][N:5]=1 |f:6.7.8|. Procedure details: To a N2 purged RBF containing tert-butyl 5-(2-fluoropyridin-3-yl)-3,4-dihydropyridine-1(2H)-carboxylate (673 mg, 2.418 mmol) was added 10% Pd/C (50 mg, 0.470 mmol) and EtOH (15 mL). After stirring for 5 minutes, 5N HCl in iPrOH (4.0 mL, 20.00 mmol) was added and the flask capped with a balloon of H2. After 16 hours, LC-MS shows ˜30% conversion. The balloon was refilled. After a further 5 days, LC-MS shows complete consumption of starting material. The reaction was filtered through a celite cartr... The reactants are CC(C)(C)OC(=O)N1CC2C(O)CCC(c3ccccc3)(c3ccccc3)C2C1, O=S(Cl)Cl. Product: CC(C)(C)OC(=O)N1CC2C(Cl)CCC(c3ccccc3)(c3ccccc3)C2C1. RXN SMILES: [C:1]([CH3:2])([CH3:3])([CH3:4])[O:5][C:6](=[O:7])[N:8]1[CH2:9][CH:10]2[C:11]([c:18]3[cH:19][cH:20][cH:21][cH:22][cH:23]3)([c:24]3[cH:25][cH:26][cH:27][cH:28][cH:29]3)[CH2:12][CH2:13][CH:14]([OH:17])[CH:15]2[CH2:16]1.[S:30]([Cl:31])([Cl:32])=[O:33]>>[C:1]([CH3:2])([CH3:3])([CH3:4])[O:5][C:6](=[O:7])[N:8]1[CH2:9][CH:10]2[C:11]([c:18]3[cH:19][cH:20][cH:21][cH:22][cH:23]3)([c:24]3[cH:25][cH:26][cH:27][cH:28][cH:29]3)[CH2:12][CH2:13][CH:14]([Cl:32])[CH:15]2[CH2:16]1. The reactants are Cl (HCl), ClC1=C(C(=O)NCC2(CCC3(OCCO3)CC2)CC2CC2)C=CC(=C1)Cl (2,4-Dichloro-N-[(8-cyclopropylmethyl-1,4-dioxaspiro[4.5]dec-8-yl)methyl]benzamide), [OH-].[Na+] (NaOH). Solvent: C1CCOC1 (THF). Product: ClC1=C(C(=O)NCC2(CCC(CC2)=O)CC2CC2)C=CC(=C1)Cl (2,4-Dichloro-N-{[1-(cyclopropylmethyl)-4-oxocyclohexyl]methyl}benzamide). Reaction SMILES: [Cl:1][C:2]1[CH:25]=[C:24]([Cl:26])[CH:23]=[CH:22][C:3]=1[C:4]([NH:6][CH2:7][C:8]1([CH2:18][CH:19]2[CH2:21][CH2:20]2)[CH2:17][CH2:16][C:11]2(OCC[O:12]2)[CH2:10][CH2:9]1)=[O:5].Cl.[OH-].[Na+]>C1COCC1>[Cl:1][C:2]1[CH:25]=[C:24]([Cl:26])[CH:23]=[CH:22][C:3]=1[C:4]([NH:6][CH2:7][C:8]1([CH2:18][CH:19]2[CH2:20][CH2:21]2)[CH2:9][CH2:10][C:11](=[O:12])[CH2:16][CH2:17]1)=[O:5] |f:2.3|. Procedure details: 2,4-Dichloro-N-[(8-cyclopropylmethyl-1,4-dioxaspiro[4.5]dec-8-yl)methyl]benzamide (11 g; 27.6158 mmol) was dissolved in THF (80 ml) and HCl (2M; 80 ml) and the solution stirred at ambient temperature for 18 hours. The solution was adjusted to pH 9 with 10N NaOH solution and extracted with DCM (2×75 ml). The combined organics were dried (MgSO4) filtered and evaporated to give an oil which was crystallised from EtOAc isohexane as a white solid (8.0 g) 1H NMR δ (ppm)(CDCl3): 7.67 (1H, d, J=8.3 Hz),... Starting materials: O1C(CN2C(CC3(C(N(C(N3)=O)CCCCCCCC)=O)CC2(C)C)(C)C)C1 (8-(2,3-epoxypropyl)-7,7,9,9-tetramethyl-3-octyl-1,3,8-triazaspiro[4.5]decane-2,4-dione), C(CCCCC(=O)O)(=O)O (adipic acid). Solvent: C=1(C(=CC=CC1)C)C (xylene). Yields the product OC(COC(CCCCC(=O)OCC(CN1C(CC2(C(N(C(N2)=O)CCCCCCCC)=O)CC1(C)C)(C)C)O)=O)CN1C(CC2(C(N(C(N2)=O)CCCCCCCC)=O)CC1(C)C)(C)C (bis[2-hydroxy-3-(7,7,9,9-tetramethyl-3-octyl-2,4-dioxo-1,3,8-triazaspiro[4.5]dec-8-yl)propyl]adipate). As a reaction SMILES: [O:1]1[CH2:28][CH:2]1[CH2:3][N:4]1[C:23]([CH3:25])([CH3:24])[CH2:22][C:7]2([NH:11][C:10](=[O:12])[N:9]([CH2:13][CH2:14][CH2:15][CH2:16][CH2:17][CH2:18][CH2:19][CH3:20])[C:8]2=[O:21])[CH2:6][C:5]1([CH3:27])[CH3:26].[C:29]([OH:38])(=[O:37])[CH2:30][CH2:31][CH2:32][CH2:33][C:34]([OH:36])=[O:35]>C1(C)C(C)=CC=CC=1>[OH:1][CH:2]([CH2:3][N:4]1[C:5]([CH3:26])([CH3:27])[CH2:6][C:7]2([NH:11][C:10](=[O:12])[N:9]([CH2:13][CH2:14][CH2:15][CH2:16][CH2:17][CH2:18][CH2:19][CH3:20])[C:8]2=[O:21])[CH2:22][C:23]1([CH3:25])[CH3:24])[CH2:28][O:35][C:34](=[O:36])[CH2:33][CH2:32][CH2:31][CH2:30][C:29]([O:38][CH2:28][CH:2]([OH:1])[CH2:3][N:4]1[C:23]([CH3:25])([CH3:24])[CH2:22][C:7]2([NH:11][C:10](=[O:12])[N:9]([CH2:13][CH2:14][CH2:15][CH2:16][CH2:17][CH2:18][CH2:19][CH3:20])[C:8]2=[O:21])[CH2:6][C:5]1([CH3:26])[CH3:27])=[O:37]. Procedure details: A mixture of 4.3 g of 8-(2,3-epoxypropyl)-7,7,9,9-tetramethyl-3-octyl-1,3,8-triazaspiro[4.5]decane-2,4-dione and 0.74 g of adipic acid in 20 ml of xylene was refluxed for 16 hours. After completion of the reaction, the xylene was distilled from the reaction mixture in vacuo and the residue was purified by column chromatography through silica gel eluted with ethyl acetate, giving the desired Compound No. 328 in the form of a pale yellow oil. The compound had an Rf value of 0.46 on thin-layer chro... The reactants are CO (MeOH), C1OC=2C=C(C=CC2O1)C1NCC2=C1NC=1C=CC=CC1C2=O (1,2,3,4-Tetrahydro-3-(3,4-methylenedioxyphenyl)-9H-pyrrolo-[3,4-b]quinolin-9-one), ClC1=NC=CC=N1 (2-chloropyrimidine). Run in CN(C)C=O (DMF). The product is N1=C(N=CC=C1)N1C(C=2NC=3C=CC=CC3C(C2C1)=O)C1=CC2=C(C=C1)OCO2 (1,2,3,4-Tetrahydro-2-(pyrimidin-2-yl)-3-(3,4-methylenedioxyphenyl)-9H-pyrrolo-[3,4-b]quinolin-9-one). Reaction SMILES: [CH2:1]1[O:9][C:8]2[CH:7]=[CH:6][C:5]([CH:10]3[C:14]4[NH:15][C:16]5[CH:17]=[CH:18][CH:19]=[CH:20][C:21]=5[C:22](=[O:23])[C:13]=4[CH2:12][NH:11]3)=[CH:4][C:3]=2[O:2]1.Cl[C:25]1[N:30]=[CH:29][CH:28]=[CH:27][N:26]=1.CO>CN(C=O)C>[N:26]1[CH:27]=[CH:28][CH:29]=[N:30][C:25]=1[N:11]1[CH2:12][C:13]2[C:22](=[O:23])[C:21]3[CH:20]=[CH:19][CH:18]=[CH:17][C:16]=3[NH:15][C:14]=2[CH:10]1[C:5]1[CH:6]=[CH:7][C:8]2[O:9][CH2:1][O:2][C:3]=2[CH:4]=1. Procedure: 1,2,3,4-Tetrahydro-3-(3,4-methylenedioxyphenyl)-9H-pyrrolo-[3,4-b]quinolin-9-one (100 mg, 0.3265 mmol) (prepared as in Example 5) and 2-chloropyrimidine (38 mg, 0.3265 mmol) were stirred in DMF (2.5 mL) at 100° C. for 16 h. The solvent was removed under vacuum and the residue purified by column chromatography (silica gel, 5% CH3OH/CH3Cl) to yield a yellow oil. Trituration of the oil with MeOH afforded the product as a pale yellow solid. The reactants are NC1=C(C=C(C=N1)C1=CC(=C(S1)C1CCN(CC1)C(=O)OC(C)(C)C)C)C1=NN=NN1C1=C(C(=C(C=C1)OC)F)F (tert-butyl 4-(5-(6-amino-5-(1-(2,3-difluoro-4-methoxyphenyl)-1H-tetrazol-5-yl)pyridin-3-yl)-3-methylthiophen-2-yl)piperidine-1-carboxylate), Cl (HCl). Run in O1CCOCC1 (dioxane). Conditions: time 2 hour. Yields the product FC1=C(C=CC(=C1F)OC)N1N=NN=C1C=1C(=NC=C(C1)C=1SC(=C(C1)C)C1CCNCC1)N (3-(1-(2,3-difluoro-4-methoxyphenyl)-1H-tetrazol-5-yl)-5-(4-methyl-5-(piperidin-4-yl)thiophen-2-yl)pyridin-2-amine). Yield: 97.3%. As a reaction SMILES: [NH2:1][C:2]1[N:7]=[CH:6][C:5]([C:8]2[S:12][C:11]([CH:13]3[CH2:18][CH2:17][N:16](C(OC(C)(C)C)=O)[CH2:15][CH2:14]3)=[C:10]([CH3:26])[CH:9]=2)=[CH:4][C:3]=1[C:27]1[N:31]([C:32]2[CH:37]=[CH:36][C:35]([O:38][CH3:39])=[C:34]([F:40])[C:33]=2[F:41])[N:30]=[N:29][N:28]=1.Cl>O1CCOCC1>[F:41][C:33]1[C:34]([F:40])=[C:35]([O:38][CH3:39])[CH:36]=[CH:37][C:32]=1[N:31]1[C:27]([C:3]2[C:2]([NH2:1])=[N:7][CH:6]=[C:5]([C:8]3[S:12][C:11]([CH:13]4[CH2:18][CH2:17][NH:16][CH2:15][CH2:14]4)=[C:10]([CH3:26])[CH:9]=3)[CH:4]=2)=[N:28][N:29]=[N:30]1. Reported procedure: To Compound 1107 (100 mg, 0.17 mmol) was added 4 mL of 4.0 N HCl in dioxane. The reaction was stirred at room temperature for 2 hours and concentrated under reduced pressure. The resulting yellow residue was dissolved in a minimum of MeOH and precipitated with cold Et2O. The yellow solids were filtered and dried to provide 3-(1-(2,3-difluoro-4-methoxyphenyl)-1H-tetrazol-5-yl)-5-(4-methyl-5-(piperidin-4-yl)thiophen-2-yl)pyridin-2-amine (Compound 22, 80 mg, 98%) as a yellow solid. Starting materials: CCCN, [Cl-], O=C(O)C1CC(=O)N(c2cc(C(F)(F)F)cc(C(F)(F)F)c2)C1, c1ccccc1. Yields the product CCCNC(=O)C1CC(=O)N(c2cc(C(F)(F)F)cc(C(F)(F)F)c2)C1. As a reaction SMILES: [CH2:25]([CH2:26][CH3:27])[NH2:28].[Cl-:1].[F:2][C:3]([c:4]1[cH:5][c:6]([N:14]2[C:15](=[O:22])[CH2:16][CH:17]([C:19](=[O:20])[OH:21])[CH2:18]2)[cH:7][c:8]([C:10]([F:11])([F:12])[F:13])[cH:9]1)([F:23])[F:24].[cH:29]1[cH:30][cH:31][cH:32][cH:33][cH:34]1>>[F:2][C:3]([c:4]1[cH:5][c:6]([N:14]2[C:15](=[O:22])[CH2:16][CH:17]([C:19](=[O:21])[NH:28][CH2:25][CH2:26][CH3:27])[CH2:18]2)[cH:7][c:8]([C:10]([F:11])([F:12])[F:13])[cH:9]1)([F:23])[F:24].